Dataset: the Open Reaction Database (ORD), a public repository of structured organic reaction records. Task: describe an organic reaction: reactants, conditions, products, and yield Run in C(Cl)Cl (methylene chloride). Yields the product FC(C(=O)O)(F)F.N1=C(C=CC=C1)N(C(=O)C1=CC2=C(N(C(=N2)CN)C)C=C1)CCC(=O)OCC (1-Methyl-2-aminomethylbenzimidazol-5-yl-carboxylic acid-N-(2-pyridyl)-N-(2-ethoxycarbonylethyl)amide trifluoroacetate). Run at time 5 hour. Starting materials: N1=C(C=CC=C1)N(C(=O)C1=CC2=C(N(C(=N2)CNC(=O)OC(C)(C)C)C)C=C1)CCC(=O)OCC (1-methyl-2-(N-tert-butoxycarbonylaminomethyl)benzimidazol-5-yl-carboxylic acid-N-(2-pyridyl)-N-(2-ethoxycarbonylethyl)amide), FC(C(=O)O)(F)F (trifluoroacetic acid). Reported procedure: 4.81 g (0.10 mol) of 1-methyl-2-(N-tert-butoxycarbonylaminomethyl)benzimidazol-5-yl-carboxylic acid-N-(2-pyridyl)-N-(2-ethoxycarbonylethyl)amide were dissolved in 25 mL of methylene chloride, mixed with 5 mL of trifluoroacetic acid and stirred for 5 hours at ambient temperature. Then the solvent was evaporated off and the residue was stirred with ether. The crystals thus formed were filtered off, washed with ether, and dried. Yield: 3.15 g (68% of theory), C20H23N5O3 (381.4); Rf value: 0.18 (sil... Reaction SMILES: [N:1]1[CH:6]=[CH:5][CH:4]=[CH:3][C:2]=1[N:7]([CH2:29][CH2:30][C:31]([O:33][CH2:34][CH3:35])=[O:32])[C:8]([C:10]1[CH:28]=[CH:27][C:13]2[N:14]([CH3:26])[C:15]([CH2:17][NH:18]C(OC(C)(C)C)=O)=[N:16][C:12]=2[CH:11]=1)=[O:9].[F:36][C:37]([F:42])([F:41])[C:38]([OH:40])=[O:39]>C(Cl)Cl>[F:36][C:37]([F:42])([F:41])[C:38]([OH:40])=[O:39].[N:1]1[CH:6]=[CH:5][CH:4]=[CH:3][C:2]=1[N:7]([CH2:29][CH2:30][C:31]([O:33][CH2:34][CH3:35])=[O:32])[C:8]([C:10]1[CH:28]=[CH:27][C:13]2[N:14]([CH3:26])[C:15]([CH2:17][NH2:18])=[N:16][C:12]=2[CH:11]=1)=[O:9] |f:3.4|. Starting materials: CC(=O)O, O=N[O-], [Na+], [Na+], [Na+], O=C([O-])[O-], O, OC1CCNCC1. Yields the product O=NN1CCC(O)CC1. RXN SMILES: [CH3:12][C:13](=[O:14])[OH:15].[N:1](=[O:2])[O-:3].[Na+:16].[Na+:17].[Na+:4].[O-:18][C:19](=[O:20])[O-:21].[OH2:22].[OH:5][CH:6]1[CH2:7][CH2:8][NH:9][CH2:10][CH2:11]1>>[N:1](=[O:3])[N:9]1[CH2:8][CH2:7][CH:6]([OH:5])[CH2:11][CH2:10]1. The reactants are CC(C(=O)O)C(C1=CC=CC=C1)S(=O)(=O)C1=CC=C(C=C1)OC (methyl 3-[(4-methoxyphenyl)sulfonyl]-3-phenylpropanoic acid), O (water), solution, [H-].[Al+3].[Li+].[H-].[H-].[H-] (lithium aluminum hydride), [OH-].[Na+] (sodium hydroxide), O (water). The solvent is C1CCOC1 (THF), C1CCOC1 (THF). Reaction conditions: time 2 hour. Yields the product COC1=CC=C(C=C1)S(=O)(=O)C(CCO)C1=CC=CC=C1 (3-[(4-methoxyphenyl)sulfonyl]-3-phenylpropan-1-ol). Yield: 84.9%. Reaction SMILES: C[CH:2]([CH:6]([S:13]([C:16]1[CH:21]=[CH:20][C:19]([O:22][CH3:23])=[CH:18][CH:17]=1)(=[O:15])=[O:14])[C:7]1[CH:12]=[CH:11][CH:10]=[CH:9][CH:8]=1)[C:3](O)=[O:4].[H-].[Al+3].[Li+].[H-].[H-].[H-].O.[OH-].[Na+]>C1COCC1>[CH3:23][O:22][C:19]1[CH:18]=[CH:17][C:16]([S:13]([CH:6]([C:7]2[CH:12]=[CH:11][CH:10]=[CH:9][CH:8]=2)[CH2:2][CH2:3][OH:4])(=[O:15])=[O:14])=[CH:21][CH:20]=1 |f:1.2.3.4.5.6,8.9|. Reported procedure: Part C: To a solution of 5.0 g (15 mmol) of methyl 3-[(4-methoxyphenyl)sulfonyl]-3-phenylpropanoic acid, from Part B in 60 mL of anhydrous THF at zero° C. under nitrogen, was added 16.4 mL (0.6 g, 15 mmol) of a 1.0 M solution of lithium aluminum hydride in THF. After 2 hours, the reaction mixture was cooled to zero° C. and 1.2 mL of water was added, followed by 1.2 mL of 2.5 N sodium hydroxide solution and 3.6 mL of water, the reaction was filtered, the filtrate concentrated in vacuo, ethyl acet...